Task: describe an organic reaction: reactants, conditions, products, and yield. Dataset: the Open Reaction Database (ORD), a public repository of structured organic reaction records Starting materials: CN(C)c1ccc(Br)cc1, Clc1ccnc2ccccc12. Product: CN(C)c1ccc(-c2cc(Cl)c3ccccc3n2)cc1. As a reaction SMILES: [Br:12][c:13]1[cH:14][cH:15][c:16]([N:17]([CH3:18])[CH3:19])[cH:20][cH:21]1.[Cl:1][c:2]1[cH:3][cH:4][n:5][c:6]2[cH:7][cH:8][cH:9][cH:10][c:11]12>>[Cl:1][c:2]1[cH:3][c:4](-[c:13]2[cH:14][cH:15][c:16]([N:17]([CH3:18])[CH3:19])[cH:20][cH:21]2)[n:5][c:6]2[cH:7][cH:8][cH:9][cH:10][c:11]12.